The task is: describe an organic reaction: reactants, conditions, products, and yield. This data is from the Open Reaction Database (ORD), a public repository of structured organic reaction records. The reactants are C([O-])([O-])=O.[Cs+].[Cs+] (caesium carbonate), BrC=1C=NC(=NC1)Cl (5-bromo-2-chloropyrimidine), FC1=C(C=CC=C1)B(O)O ((2-fluorophenyl)boronic acid). Reagents/catalysts: C=1C=CC(=CC1)[P](C=2C=CC=CC2)(C=3C=CC=CC3)[Pd]([P](C=4C=CC=CC4)(C=5C=CC=CC5)C=6C=CC=CC6)([P](C=7C=CC=CC7)(C=8C=CC=CC8)C=9C=CC=CC9)[P](C=1C=CC=CC1)(C=1C=CC=CC1)C=1C=CC=CC1 (Tetrakis(triphenylphosphine)palladium(0)). The solvent is O1CCOCC1.O (1,4-dioxane water), C(C)(=O)OCC (ethyl acetate). Run at temperature 90 celsius, time 3 hour. Product: ClC1=NC=C(C=N1)C1=C(C=CC=C1)F (2-Chloro-5-(2-fluorophenyl)pyrimidine). As a reaction SMILES: C(=O)([O-])[O-].[Cs+].[Cs+].Br[C:8]1[CH:9]=[N:10][C:11]([Cl:14])=[N:12][CH:13]=1.[F:15][C:16]1[CH:21]=[CH:20][CH:19]=[CH:18][C:17]=1B(O)O>O1CCOCC1.O.C(OCC)(=O)C.C1C=CC([P]([Pd]([P](C2C=CC=CC=2)(C2C=CC=CC=2)C2C=CC=CC=2)([P](C2C=CC=CC=2)(C2C=CC=CC=2)C2C=CC=CC=2)[P](C2C=CC=CC=2)(C2C=CC=CC=2)C2C=CC=CC=2)(C2C=CC=CC=2)C2C=CC=CC=2)=CC=1>[Cl:14][C:11]1[N:10]=[CH:9][C:8]([C:17]2[CH:18]=[CH:19][CH:20]=[CH:21][C:16]=2[F:15])=[CH:13][N:12]=1 |f:0.1.2,5.6,^1:41,43,62,81|. Procedure details: Tetrakis(triphenylphosphine)palladium(0) (2.06 g, 1.79 mmol, 0.1 eq) and caesium carbonate (17.4 g, 53.69 mmol, 2.0 eq) were added under an argon atmosphere to a stirred solution of 5-bromo-2-chloropyrimidine (2.5 g, 17.86 mmol, 1 eq) and (2-fluorophenyl)boronic acid (3.45 g, 17.86 mmol, 1.0 eq) in 1,4-dioxane/water (30 mL, 4:1) at room temperature. The mixture was heated to 90° C., stirred for 3 h and then cooled to room temperature. The mixture was diluted with ethyl acetate (10 mL), washed wi...